From a dataset of the Open Reaction Database (ORD), a public repository of structured organic reaction records. describe an organic reaction: reactants, conditions, products, and yield Reactants: O=C([O-])O, CC(C)(C)ON, Cl, Cl, [Na+], O, O=C(O)C(=O)c1cccs1. RXN SMILES: [C:11](=[O:12])([OH:13])[O-:14].[C:17]([CH3:18])([CH3:19])([CH3:20])[O:21][NH2:22].[ClH:16].[ClH:23].[Na+:15].[OH2:24].[s:1]1[c:2]([C:6]([C:7](=[O:8])[OH:9])=[O:10])[cH:3][cH:4][cH:5]1>>[s:1]1[c:2]([C:6]([C:7](=[O:8])[OH:9])=[N:22][O:21][C:17]([CH3:18])([CH3:19])[CH3:20])[cH:3][cH:4][cH:5]1. Product: CC(C)(C)ON=C(C(=O)O)c1cccs1. Starting materials: Brc1cccc(-c2cnn[nH]2)c1, O=C([O-])[O-], CI, [K+], [K+], CN(C)C=O. The product is Cn1ncc(-c2cccc(Br)c2)n1. Reaction SMILES: [Br:3][c:4]1[cH:5][c:6](-[c:10]2[cH:11][n:12][n:13][nH:14]2)[cH:7][cH:8][cH:9]1.[C:15](=[O:16])([O-:17])[O-:18].[CH3:1][I:2].[K+:19].[K+:20].[O:21]=[CH:22][N:23]([CH3:24])[CH3:25]>>[Br:3][c:4]1[cH:5][c:6](-[c:10]2[cH:11][n:12][n:13]([CH3:15])[n:14]2)[cH:7][cH:8][cH:9]1. Reactants: O=C(CBr)c1ccccc1, CC(=O)OC(C)c1nccs1, CC#N. Yields the product [Br-], CC(=O)OC(C)c1scc[n+]1CC(=O)c1ccccc1. As a reaction SMILES: [Br:12][CH2:13][C:14](=[O:15])[c:16]1[cH:17][cH:18][cH:19][cH:20][cH:21]1.[C:1]([CH3:2])(=[O:3])[O:4][CH:5]([CH3:6])[c:7]1[s:8][cH:9][cH:10][n:11]1.[CH3:22][C:23]#[N:24]>>[Br-:12].[C:1]([CH3:2])(=[O:3])[O:4][CH:5]([CH3:6])[c:7]1[s:8][cH:9][cH:10][n+:11]1[CH2:13][C:14](=[O:15])[c:16]1[cH:17][cH:18][cH:19][cH:20][cH:21]1.